This data is from the Open Reaction Database (ORD), a public repository of structured organic reaction records. The task is: describe an organic reaction: reactants, conditions, products, and yield Starting materials: FC(C(=O)O)(F)F.N[C@@H]1CC2=CC=CC=C2C[C@H]1C(=O)OCC (trans 2-amino-3-carboethoxy-1,2,3,4-tetrahydronaphthalene trifluoroacetic acid salt), ClC=1C=C2C=C(NC2=CC1)C(=O)O (5-chloroindole-2-carboxylic acid), Cl.C(C)N=C=N (3-ethylcarbodiimide hydrochloride), ON1N=NC2=C1N=CC=C2 (1-hydroxy-7-azabenzotriazole), C(C)(C)N(CC)C(C)C (diisopropylethylamine). Run in O1CCCC1 (tetrahydrofuran), C(C)(=O)OCC (ethyl acetate). Run at time 2 hour. Product: C(C)OC(=O)[C@@H]1CC2=CC=CC=C2C[C@H]1NC(=O)C=1NC2=CC=C(C=C2C1)Cl (Trans 3-[(5-Chloro-1H-indole-2-carbonyl)amino]-1,2,3,4-tetrahydronaphthalene-2-carboxylic acid ethyl ester). Yield: 77.5%. RXN SMILES: FC(F)(F)C(O)=O.[NH2:8][C@H:9]1[C@H:18]([C:19]([O:21][CH2:22][CH3:23])=[O:20])[CH2:17][C:16]2[C:11](=[CH:12][CH:13]=[CH:14][CH:15]=2)[CH2:10]1.[Cl:24][C:25]1[CH:26]=[C:27]2[C:31](=[CH:32][CH:33]=1)[NH:30][C:29]([C:34](O)=[O:35])=[CH:28]2.Cl.C(N=C=N)C.ON1C2N=CC=CC=2N=N1.C(N(C(C)C)CC)(C)C>O1CCCC1.C(OCC)(=O)C>[CH2:22]([O:21][C:19]([C@H:18]1[C@H:9]([NH:8][C:34]([C:29]2[NH:30][C:31]3[C:27]([CH:28]=2)=[CH:26][C:25]([Cl:24])=[CH:33][CH:32]=3)=[O:35])[CH2:10][C:11]2[C:16](=[CH:15][CH:14]=[CH:13][CH:12]=2)[CH2:17]1)=[O:20])[CH3:23] |f:0.1,3.4|. Reported procedure: To a stirred solution of trans 2-amino-3-carboethoxy-1,2,3,4-tetrahydronaphthalene trifluoroacetic acid salt (130 mg, 0.39 mmol) and 5-chloroindole-2-carboxylic acid (92 mg, 0.47 mmol) in tetrahydrofuran (8 mL) at room temperature under nitrogen was added 1-[3-dimethylamino)propyl]-3-ethylcarbodiimide hydrochloride (153 mg, 0.78 mmol), 1-hydroxy-7-azabenzotriazole (106, 0.78 mmol), and diisopropylethylamine (0.14 mL, 0.78 mmol). After 2 h, the reaction mixture was diluted with ethyl acetate. The... The reactants are CCCCCC, COC(OC)c1cc(Cl)ccc1[N+](=O)[O-], [H-], [Na+], CN(C)C=O, N#CC(c1ccccc1)N1CCOCC1. The product is COC(OC)c1cc(C(C#N)(c2ccccc2)N2CCOCC2)ccc1[N+](=O)[O-]. As a reaction SMILES: [CH3:33][CH2:34][CH2:35][CH2:36][CH2:37][CH3:38].[Cl:18][c:19]1[cH:20][c:21]([CH:28]([O:29][CH3:30])[O:31][CH3:32])[c:22]([N+:25](=[O:26])[O-:27])[cH:23][cH:24]1.[H-:2].[Na+:1].[O:39]=[CH:40][N:41]([CH3:42])[CH3:43].[O:3]1[CH2:4][CH2:5][N:6]([CH:9]([C:10]#[N:11])[c:12]2[cH:13][cH:14][cH:15][cH:16][cH:17]2)[CH2:7][CH2:8]1>>[O:3]1[CH2:4][CH2:5][N:6]([C:9]([C:10]#[N:11])([c:12]2[cH:13][cH:14][cH:15][cH:16][cH:17]2)[c:19]2[cH:20][c:21]([CH:28]([O:29][CH3:30])[O:31][CH3:32])[c:22]([N+:25](=[O:26])[O-:27])[cH:23][cH:24]2)[CH2:7][CH2:8]1. The reactants are CCCCCCCCCc1ccc(C(C)=Nc2ccccc2)cc1, CCO. Product: CCCCCCCCCc1ccc(C(C)Nc2ccccc2)cc1. As a reaction SMILES: [CH3:1][C:2]([c:3]1[cH:4][cH:5][c:6]([CH2:9][CH2:10][CH2:11][CH2:12][CH2:13][CH2:14][CH2:15][CH2:16][CH3:17])[cH:7][cH:8]1)=[N:18][c:19]1[cH:20][cH:21][cH:22][cH:23][cH:24]1.[CH3:25][CH2:26][OH:27]>>[CH3:1][CH:2]([c:3]1[cH:4][cH:5][c:6]([CH2:9][CH2:10][CH2:11][CH2:12][CH2:13][CH2:14][CH2:15][CH2:16][CH3:17])[cH:7][cH:8]1)[NH:18][c:19]1[cH:20][cH:21][cH:22][cH:23][cH:24]1. Reactants: C(C)(C)(C)N1N=CC(=C(C1=O)Cl)S (2-t-butyl-4-chloro-5-mercapto-3(2H)-pyridazinone), ClCC=1C=CC(=NC1)OC(C)C (5-chloromethyl-2-i-propyloxypyridine), aqueous solution, [OH-].[Na+] (sodium hydroxide), crude product, C(C)(C)OC(C)C (i-propyl ether). The reagents and catalysts are [Br-].C(CCC)[N+](CCCC)(CCCC)CCCC (tetra-n-butylammonium bromide). The solvent is C1(=CC=CC=C1)C (toluene), O (water). Run at temperature 40 celsius, time 5 hour. Product: C(C)(C)(C)N1N=CC(=C(C1=O)Cl)SCC=1C=NC(=CC1)OC(C)C (2-t-butyl-4-chloro-5-{(6-i-propyloxy-3-pyridyl)-methylthio}-3(2H)-pyridazinone). Yield: 81.1%. As a reaction SMILES: [C:1]([N:5]1[C:10](=[O:11])[C:9]([Cl:12])=[C:8]([SH:13])[CH:7]=[N:6]1)([CH3:4])([CH3:3])[CH3:2].Cl[CH2:15][C:16]1[CH:17]=[CH:18][C:19]([O:22][CH:23]([CH3:25])[CH3:24])=[N:20][CH:21]=1.[OH-].[Na+].C(OC(C)C)(C)C>C1(C)C=CC=CC=1.[Br-].C([N+](CCCC)(CCCC)CCCC)CCC.O>[C:1]([N:5]1[C:10](=[O:11])[C:9]([Cl:12])=[C:8]([S:13][CH2:15][C:16]2[CH:21]=[N:20][C:19]([O:22][CH:23]([CH3:25])[CH3:24])=[CH:18][CH:17]=2)[CH:7]=[N:6]1)([CH3:4])([CH3:2])[CH3:3] |f:2.3,6.7|. Procedure: To a solution of 2.2 g of 2-t-butyl-4-chloro-5-mercapto-3(2H)-pyridazinone and 2.0 g of 5-chloromethyl-2-i-propyloxypyridine in 50 ml of toluene were added 8.8 g of a 5% aqueous solution of sodium hydroxide and 0.2 g of tetra-n-butylammonium bromide, and the mixture was stirred at 40° C. for 5 hours. After termination of the reaction, water was added thereto to remove the aqueous layer. The organic layer was washed with water, dried over anhydrous sodium sulfate and then freed of solvent of dist... Reactants: C1COCCO1, [Cu+], Ic1n[nH]c2ccccc12, CCCC[Sn](CCCC)(CCCC)c1nc(N2CCOCC2)c2nc(CN3CCC(C(C)(C)O)CC3)ccc2n1, c1ccc(P(c2ccccc2)(c2ccccc2)[Pd](P(c2ccccc2)(c2ccccc2)c2ccccc2)(P(c2ccccc2)(c2ccccc2)c2ccccc2)P(c2ccccc2)(c2ccccc2)c2ccccc2)cc1, O=C([O-])c1cccs1. The product is CC(C)(O)C1CCN(Cc2ccc3nc(-c4n[nH]c5ccccc45)nc(N4CCOCC4)c3n2)CC1. As a reaction SMILES: [CH2:51]1[O:52][CH2:53][CH2:54][O:55][CH2:56]1.[Cu+:65].[I:41][c:42]1[n:43][nH:44][c:45]2[cH:46][cH:47][cH:48][cH:49][c:50]12.[O:1]1[CH2:2][CH2:3][N:4]([c:7]2[c:8]3[c:9]([n:10][c:11]([Sn:13]([CH2:14][CH2:15][CH2:16][CH3:17])([CH2:18][CH2:19][CH2:20][CH3:21])[CH2:22][CH2:23][CH2:24][CH3:25])[n:12]2)[cH:26][cH:27][c:28]([CH2:30][N:31]2[CH2:32][CH2:33][CH:34]([C:37]([CH3:38])([CH3:39])[OH:40])[CH2:35][CH2:36]2)[n:29]3)[CH2:5][CH2:6]1.[cH:66]1[cH:67][cH:68][c:69]([P:70]([Pd:71]([P:72]([c:73]2[cH:74][cH:75][cH:76][cH:77][cH:78]2)([c:79]2[cH:80][cH:81][cH:82][cH:83][cH:84]2)[c:85]2[cH:86][cH:87][cH:88][cH:89][cH:90]2)([P:91]([c:92]2[cH:93][cH:94][cH:95][cH:96][cH:97]2)([c:98]2[cH:99][cH:100][cH:101][cH:102][cH:103]2)[c:104]2[cH:105][cH:106][cH:107][cH:108][cH:109]2)[P:110]([c:111]2[cH:112][cH:113][cH:114][cH:115][cH:116]2)([c:117]2[cH:118][cH:119][cH:120][cH:121][cH:122]2)[c:123]2[cH:124][cH:125][cH:126][cH:127][cH:128]2)([c:129]2[cH:130][cH:131][cH:132][cH:133][cH:134]2)[c:135]2[cH:136][cH:137][cH:138][cH:139][cH:140]2)[cH:141][cH:142]1.[s:57]1[cH:58][cH:59][cH:60][c:61]1[C:62]([O-:63])=[O:64]>>[O:1]1[CH2:2][CH2:3][N:4]([c:7]2[c:8]3[c:9]([n:10][c:11](-[c:42]4[n:43][nH:44][c:45]5[cH:46][cH:47][cH:48][cH:49][c:50]45)[n:12]2)[cH:26][cH:27][c:28]([CH2:30][N:31]2[CH2:32][CH2:33][CH:34]([C:37]([CH3:38])([CH3:39])[OH:40])[CH2:35][CH2:36]2)[n:29]3)[CH2:5][CH2:6]1.